This data is from the Open Reaction Database (ORD), a public repository of structured organic reaction records. The task is: describe an organic reaction: reactants, conditions, products, and yield Starting materials: C(C(C)(C)C)(=O)OC[C@@H](C[C@@H]([C@H]([C@H](C[C@H](CO[Si](C)(C)C(C)(C)C)C)OC)O)OC)C ((2R,4S,5R,6S,8R)-1-Pivaloyloxy-2,8-dimethyl-4,6-dimethoxy-5-hydroxyl-9-t-butyldimethylsilyloxynonane), N1=C(C=CC=C1C)C (2,6-lutidine), O(S(=O)(=O)C(F)(F)F)[Si](C)(C)C(C)(C)C (t-Butyldimethylsilyl triflate). The solvent is C([O-])(O)=O.[Na+] (sodium bicarbonate). Run at temperature 25 celsius, time 12.5 minute. Yields the product C(C(C)(C)C)(=O)OC[C@@H](C[C@@H]([C@H]([C@H](C[C@H](CO[Si](C)(C)C(C)(C)C)C)OC)O[Si](C)(C)C(C)(C)C)OC)C ((2R,4S,5R,6S,8R)-1-Pivaloyloxy-2,8-dimethyl-4,6-dimethoxy-5,9-bis-t-butyldimethylsilyloxynonane). As a reaction SMILES: [C:1]([O:7][CH2:8][C@H:9]([CH3:31])[CH2:10][C@H:11]([O:29][CH3:30])[C@@H:12]([OH:28])[C@@H:13]([O:26][CH3:27])[CH2:14][C@@H:15]([CH3:25])[CH2:16][O:17][Si:18]([C:21]([CH3:24])([CH3:23])[CH3:22])([CH3:20])[CH3:19])(=[O:6])[C:2]([CH3:5])([CH3:4])[CH3:3].N1C(C)=CC=CC=1C.O([Si:48]([C:51]([CH3:54])([CH3:53])[CH3:52])([CH3:50])[CH3:49])S(C(F)(F)F)(=O)=O>C(=O)(O)[O-].[Na+]>[C:1]([O:7][CH2:8][C@H:9]([CH3:31])[CH2:10][C@H:11]([O:29][CH3:30])[C@@H:12]([O:28][Si:48]([C:51]([CH3:54])([CH3:53])[CH3:52])([CH3:50])[CH3:49])[C@@H:13]([O:26][CH3:27])[CH2:14][C@@H:15]([CH3:25])[CH2:16][O:17][Si:18]([C:21]([CH3:22])([CH3:23])[CH3:24])([CH3:19])[CH3:20])(=[O:6])[C:2]([CH3:5])([CH3:3])[CH3:4] |f:3.4|. Procedure details: Alcohol 24 (2.98 g, 6.48 mmol) was dissolved in 50 ml of methylene chlorideat 25° C. and 2,6-lutidine (1.51 ml, 2.0 equiv) was added. t-Butyldimethylsilyl triflate (2.23 ml, 1.5 equiv) was added and the mixture was stirred at 25° C. for 10-15 min. The solution was poured in 40 ml of saturated aqueous sodium bicarbonate solution and extracted with 2×200 ml of methylene chloride. The combined organic phases were dried over magnesium sulfate and concentrated in vacuo to give4.0 g of the bis-t-butyl... Reactants: CC(C)O, CC(C)=O, Cl, O, CC(C)(C)OC(=O)NC(CO)CCc1ccc(C(F)(F)F)cc1, O=[Ru]. Product: CC(C)(C)OC(=O)NC(CCc1ccc(C(F)(F)F)cc1)C(=O)O. RXN SMILES: [CH3:24][CH:25]([CH3:26])[OH:27].[CH3:29][C:30](=[O:31])[CH3:32].[ClH:28].[OH2:33].[OH:1][CH2:2][CH:3]([CH2:4][CH2:5][c:6]1[cH:7][cH:8][c:9]([C:12]([F:13])([F:14])[F:15])[cH:10][cH:11]1)[NH:16][C:17]([O:18][C:19]([CH3:20])([CH3:21])[CH3:22])=[O:23].[Ru:34]=[O:35]>>[O:1]=[C:2]([CH:3]([CH2:4][CH2:5][c:6]1[cH:7][cH:8][c:9]([C:12]([F:13])([F:14])[F:15])[cH:10][cH:11]1)[NH:16][C:17]([O:18][C:19]([CH3:20])([CH3:21])[CH3:22])=[O:23])[OH:27].